This data is from the Open Reaction Database (ORD), a public repository of structured organic reaction records. The task is: describe an organic reaction: reactants, conditions, products, and yield Starting materials: C(CCl)Cl (EDC), Intermediate 14, CCN(C(C)C)C(C)C (DIPEA), C=1C=CC2=C(C1)N=NN2O (HOBT), C1(CCC1)N1[C@@H](CN(CC1)C(=O)[C@H]1[C@@H](C1)C1=CC=C(C(=O)N)C=C1)C (4-((trans)-2-((R)-4-cyclobutyl-3-methylpiperazine-1-carbonyl)cyclopropyl)benzamide). The solvent is CN(C)C=O (DMF). Reaction conditions: time 2 hour. Yields the product C1(CCC1)N1C(CN(CC1)C(=O)[C@H]1[C@@H](C1)C1=CC=C(C(=O)N)C=C1)(C)C (4-(trans-2-(4-cyclobutyl-3,3-dimethylpiperazine-1-carbonyl)cyclopropyl)benzamide). The yield is 25.7%. As a reaction SMILES: [CH3:1]CN(C(C)C)C(C)C.C1C=CC2N(O)N=NC=2C=1.C(Cl)CCl.[CH:24]1([N:28]2[CH2:33][CH2:32][N:31]([C:34]([C@@H:36]3[CH2:38][C@H:37]3[C:39]3[CH:47]=[CH:46][C:42]([C:43]([NH2:45])=[O:44])=[CH:41][CH:40]=3)=[O:35])[CH2:30][C@H:29]2[CH3:48])[CH2:27][CH2:26][CH2:25]1>CN(C=O)C>[CH:24]1([N:28]2[CH2:33][CH2:32][N:31]([C:34]([C@@H:36]3[CH2:38][C@H:37]3[C:39]3[CH:40]=[CH:41][C:42]([C:43]([NH2:45])=[O:44])=[CH:46][CH:47]=3)=[O:35])[CH2:30][C:29]2([CH3:1])[CH3:48])[CH2:25][CH2:26][CH2:27]1. Procedure details: Intermediate 14 (282 mg, 1.38 mmol) was dissolved in DMF (15 mL). DIPEA (1.201 mL, 6.88 mmol) was added, followed by HOBT (279 mg, 2.06 mmol), EDC (395 mg, 2.06 mmol) and Intermediate 2 (278 mg, 1.65 mmol). The reaction mixture was stirred at rt for 2 h and concentrated under reduced pressure. The residue was redissolved in DCM, washed with sat NaHCO3, dried over MgSO4, filtered and concentrated under reduced pressure to give 632 mg of crude as an orange oil. The crude material was purified on p... The reactants are CCN=C=NCCCN(C)C, CN(C)C=O, Cl, Nc1ccncc1N, O=C(O)c1cccc2c1-n1cccc1C2=O, On1nnc2ccccc21. Yields the product Nc1ccncc1NC(=O)c1cccc2c1-n1cccc1C2=O. Reaction SMILES: [CH3:26][N:27]([CH3:28])[CH2:29][CH2:30][CH2:31][N:32]=[C:33]=[N:34][CH2:35][CH3:36].[CH3:47][N:48]([CH3:49])[CH:50]=[O:51].[ClH:25].[NH2:17][c:18]1[cH:19][n:20][cH:21][cH:22][c:23]1[NH2:24].[O:1]=[C:2]1[c:3]2[n:4]([cH:14][cH:15][cH:16]2)-[c:5]2[c:6]([C:11](=[O:12])[OH:13])[cH:7][cH:8][cH:9][c:10]21.[OH:37][n:38]1[c:39]2[cH:40][cH:41][cH:42][cH:43][c:44]2[n:45][n:46]1>>[O:1]=[C:2]1[c:3]2[n:4]([cH:14][cH:15][cH:16]2)-[c:5]2[c:6]([C:11](=[O:13])[NH:17][c:18]3[cH:19][n:20][cH:21][cH:22][c:23]3[NH2:24])[cH:7][cH:8][cH:9][c:10]21. The reactants are [BH4-].[Na+] (sodium borohydride), CC1=C(C=C2C(=N1)CCCCC2=O)C(=O)OCC (ethyl 2-methyl-5-oxo-6,7,8,9-tetrahydro-5H-cyclohepta[b]pyridine-3-carboxylate), [BH4-].[Na+] (sodium borohydride), CC(=O)C (Acetone), [Cl-].[NH4+] (ammonium chloride). Solvent: CO (methanol). Run at time 1 hour. Yields the product OC1CCCCC2=NC(=C(C=C21)C(=O)OCC)C (Ethyl 5-hydroxy-2-methyl-6,7,8,9-tetrahydro-5H-cyclohepta[b]pyridine-3-carboxylate). Isolated yield 96.0%. Reaction SMILES: [CH3:1][C:2]1[N:7]=[C:6]2[CH2:8][CH2:9][CH2:10][CH2:11][C:12](=[O:13])[C:5]2=[CH:4][C:3]=1[C:14]([O:16][CH2:17][CH3:18])=[O:15].[BH4-].[Na+].CC(C)=O.[Cl-].[NH4+]>CO>[OH:13][CH:12]1[C:5]2[C:6](=[N:7][C:2]([CH3:1])=[C:3]([C:14]([O:16][CH2:17][CH3:18])=[O:15])[CH:4]=2)[CH2:8][CH2:9][CH2:10][CH2:11]1 |f:1.2,4.5|. Procedure: In an atmosphere of argon, ethyl 2-methyl-5-oxo-6,7,8,9-tetrahydro-5H-cyclohepta[b]pyridine-3-carboxylate (400.0 mg, 1.62 mmol) was dissolved in methanol (5.0 ml), and the solution was mixed with sodium borohydride (91.9 mg, 2.43 mmol) at 0° C. and stirred at the same temperature for 1 hour. Acetone was added dropwise to the reaction solution at 0° C. to decompose excess sodium borohydride and then the thus treated reaction solution was mixed with saturated ammonium chloride aqueous solution, ex... The reactants are COC(=O)N1NC(CC1C1=CC(=C(C=C1)OC)OC1CCCC1)=O (5-[3-(cyclopentyloxy)-4-methoxyphenyl]-3-oxo-l-pyrazolidinecarboxylic acid methyl ester), [OH-].[Na+] (sodium hydroxide). Run in CO (methanol). Run at time 8 hour. The product is C1(CCCC1)OC=1C=C(C=CC1OC)C1CC(NN1C(=O)O)=O (5-[3-(Cyclopentyloxy)-4-methoxyphenyl]-3-oxo-1-pyrazolidinecarboxylic acid). Yield: 45.3%. Reaction SMILES: C[O:2][C:3]([N:5]1[CH:9]([C:10]2[CH:15]=[CH:14][C:13]([O:16][CH3:17])=[C:12]([O:18][CH:19]3[CH2:23][CH2:22][CH2:21][CH2:20]3)[CH:11]=2)[CH2:8][C:7](=[O:24])[NH:6]1)=[O:4].[OH-].[Na+]>CO>[CH:19]1([O:18][C:12]2[CH:11]=[C:10]([CH:9]3[N:5]([C:3]([OH:4])=[O:2])[NH:6][C:7](=[O:24])[CH2:8]3)[CH:15]=[CH:14][C:13]=2[O:16][CH3:17])[CH2:20][CH2:21][CH2:22][CH2:23]1 |f:1.2|. Reported procedure: A solution of 5-[3-(cyclopentyloxy)-4-methoxyphenyl]-3-oxo-l-pyrazolidinecarboxylic acid methyl ester (0.696 g, 2 mmol) in methanol (4 ml) is mixed with 2.5 N sodium hydroxide solution (1.2 ml, 3 mmol). The reaction mixture is kept at 40° overnight. The solvent is removed, and the residue partitioned between ethyl acetate/water, dried and the solvent evaporated. Residue (0.7 g) is allowed to crystallize over ethyl acetate/ether to yield solid (0.29 g) m.p. 137-139°. A crystallization from ethyl ...